Dataset: the Open Reaction Database (ORD), a public repository of structured organic reaction records. Task: describe an organic reaction: reactants, conditions, products, and yield The reactants are Schiff Base, O=CC1=CC(OCC)=C(O)C=C1 (Ethyl Vanillin), C(C=1C(N)=CC=CC1)(=O)OC (Methyl Anthranilate). Yields the product C=CCC(CCCC)O (1-octen-4-ol). Reaction SMILES: O=[CH:2][C:3]1[CH:12]=[CH:11][C:9]([OH:10])=[C:5](OCC)[CH:4]=1.[C:13](OC)(=O)C1C(=CC=CC=1)N>>[CH2:13]=[CH:4][CH2:5][CH:9]([OH:10])[CH2:11][CH2:12][CH2:3][CH3:2]. Procedure details: The Schiff Base of Ethyl Vanillin and Methyl Anthranilate The product is NCCc1nc(Cl)ccc1C(=O)O. Starting materials: CCN, O=C(O)c1ccc(Cl)nc1Cl, O. Reaction SMILES: [CH3:12][CH2:13][NH2:14].[Cl:1][c:2]1[c:3]([C:4](=[O:5])[OH:6])[cH:7][cH:8][c:9]([Cl:11])[n:10]1.[OH2:15]>>[c:2]1([CH2:12][CH2:13][NH2:14])[c:3]([C:4](=[O:5])[OH:6])[cH:7][cH:8][c:9]([Cl:11])[n:10]1. The reactants are CC=1NC=C(C1C(C)=O)C (2,4-Dimethyl-3-acetyl-pyrrole), CC(=O)C (acetone), [OH-].[NH4+] (ammonium hydroxide), I (hydriodic acid), [PH2](=O)O (hypophosphorous acid), C(C)(=O)OC(C)=O (acetic anhydride). Solvent: O (water). Run at time 0.5 hour. Product: CC=1NC(=C(C1C(C)=O)C)C(C)C (2,4Dimethyl-3-acetyl-5-isopropyl pyrrole). Reaction SMILES: I.[PH2](O)=O.C(OC(=O)C)(=O)C.[CH3:12][C:13]1[NH:14][CH:15]=[C:16]([CH3:21])[C:17]=1[C:18](=[O:20])[CH3:19].[OH-].[NH4+].[CH3:24][C:25]([CH3:27])=O>O>[CH3:12][C:13]1[NH:14][C:15]([CH:25]([CH3:27])[CH3:24])=[C:16]([CH3:21])[C:17]=1[C:18](=[O:20])[CH3:19] |f:4.5|. Procedure details: Aqueous hydriodic acid (10 ml) and 2 ml of 50% hypophosphorous acid were cooled and stirred while 10 ml of acetic anhydride was slowly added. 2,4-Dimethyl-3-acetyl-pyrrole (548 mg) was dissolved in the solution, 0.6 ml of acetone added, and the mixture was stirred for 1/2 hr. by which time a yellow precipitate had formed and redissolved and the solution had turned yellow; the final temperature was 37° C. It was poured into 100 ml of water and 30 ml of ammonium hydroxide kept at 20° C. The nearly...